This data is from the Open Reaction Database (ORD), a public repository of structured organic reaction records. The task is: describe an organic reaction: reactants, conditions, products, and yield Reactants: Cc1cscc1C(O)c1cn(C(c2ccccc2)(c2ccccc2)c2ccccc2)cn1, ClCCl, O=[Mn]=O. Product: Cc1cscc1C(=O)c1cn(C(c2ccccc2)(c2ccccc2)c2ccccc2)cn1. Reaction SMILES: [CH3:1][c:2]1[c:3]([CH:7]([OH:8])[c:9]2[n:10][cH:11][n:12]([C:14]([c:15]3[cH:16][cH:17][cH:18][cH:19][cH:20]3)([c:21]3[cH:22][cH:23][cH:24][cH:25][cH:26]3)[c:27]3[cH:28][cH:29][cH:30][cH:31][cH:32]3)[cH:13]2)[cH:4][s:5][cH:6]1.[Cl:33][CH2:34][Cl:35].[O:36]=[Mn:37]=[O:38]>>[CH3:1][c:2]1[c:3]([C:7](=[O:8])[c:9]2[n:10][cH:11][n:12]([C:14]([c:15]3[cH:16][cH:17][cH:18][cH:19][cH:20]3)([c:21]3[cH:22][cH:23][cH:24][cH:25][cH:26]3)[c:27]3[cH:28][cH:29][cH:30][cH:31][cH:32]3)[cH:13]2)[cH:4][s:5][cH:6]1. The reactants are COC(=O)C1=CC=C(OC=2C=C(C=C(C2)O[C@H](COC)C)C=2N(C(=CC2)C=2SC=CN2)C(=O)OC(C)(C)C)C=C1 (t-Butyl 2-{3-[4-(methoxycarbonyl)phenoxy]-5-[(1S)-2-methoxy-1-methylethoxy]phenyl}-5-(1,3-thiazol-2-yl)-1H-pyrrole-1-carboxylate), FC(C(=O)O)(F)F (Trifluoroacetic acid). Run in ClCCl (dichloromethane). Run at time 2 hour. Yields the product COC[C@@H](OC=1C=C(OC2=CC=C(C(=O)OC)C=C2)C=C(C1)C=1NC(=CC1)C=1SC=CN1)C (Methyl 4-{3-[(1S)-2-methoxy-1-methylethoxy]-5-[5-(1,3-thiazol-2-yl)-1H-pyrrol-2-yl]phenoxy}benzoate). Isolated yield 112.8%. Reaction SMILES: [CH3:1][O:2][C:3]([C:5]1[CH:40]=[CH:39][C:8]([O:9][C:10]2[CH:11]=[C:12]([C:22]3[N:23](C(OC(C)(C)C)=O)[C:24]([C:27]4[S:28][CH:29]=[CH:30][N:31]=4)=[CH:25][CH:26]=3)[CH:13]=[C:14]([O:16][C@@H:17]([CH3:21])[CH2:18][O:19][CH3:20])[CH:15]=2)=[CH:7][CH:6]=1)=[O:4].FC(F)(F)C(O)=O>ClCCl>[CH3:20][O:19][CH2:18][C@H:17]([CH3:21])[O:16][C:14]1[CH:15]=[C:10]([CH:11]=[C:12]([C:22]2[NH:23][C:24]([C:27]3[S:28][CH:29]=[CH:30][N:31]=3)=[CH:25][CH:26]=2)[CH:13]=1)[O:9][C:8]1[CH:7]=[CH:6][C:5]([C:3]([O:2][CH3:1])=[O:4])=[CH:40][CH:39]=1. Procedure details: t-Butyl 2-{3-[4-(methoxycarbonyl)phenoxy]-5-[(1S)-2-methoxy-1-methylethoxy]phenyl}-5-(1,3-thiazol-2-yl)-1H-pyrrole-1-carboxylate (70 mg, 0.124 mmol) synthesized in Example (38e) was dissolved in dichloromethane (1.0 mL). Trifluoroacetic acid (2.0 mL) was added dropwise with stirring under nitrogen atmosphere, and stirring was carried out at room temperature for 2 hours. The solvent was distilled off under reduced pressure, followed by dilution with ethyl acetate (30 mL), a saturated aqueous sodi...